Dataset: the Open Reaction Database (ORD), a public repository of structured organic reaction records. Task: describe an organic reaction: reactants, conditions, products, and yield Reactants: O=C1N=C(SC2=C1C=CC=C2)C2=CC=CC(=N2)S(=O)(=O)CC(=O)OC(C)(C)C (tert-Butyl {[6-(4-oxo-4H-1,3-benzothiazin-2-yl)-2-pyridyl]sulfonyl}acetate), C(C)(C)OC(C)C (Diisopropyl ether). Solvent: FC(C(=O)O)(F)F (trifluoroacetic acid). Conditions: time 0.5 hour. The product is O=C1N=C(SC2=C1C=CC=C2)C2=CC=CC(=N2)S(=O)(=O)CC(=O)O ([6-(4-Oxo-4H-1,3-benzothiazin-2-yl)-2-pyridyl]sulfonylacetic acid). The yield is 55.2%. RXN SMILES: [O:1]=[C:2]1[C:7]2[CH:8]=[CH:9][CH:10]=[CH:11][C:6]=2[S:5][C:4]([C:12]2[N:17]=[C:16]([S:18]([CH2:21][C:22]([O:24]C(C)(C)C)=[O:23])(=[O:20])=[O:19])[CH:15]=[CH:14][CH:13]=2)=[N:3]1.C(OC(C)C)(C)C>FC(F)(F)C(O)=O>[O:1]=[C:2]1[C:7]2[CH:8]=[CH:9][CH:10]=[CH:11][C:6]=2[S:5][C:4]([C:12]2[N:17]=[C:16]([S:18]([CH2:21][C:22]([OH:24])=[O:23])(=[O:20])=[O:19])[CH:15]=[CH:14][CH:13]=2)=[N:3]1. Reported procedure: tert-Butyl {[6-(4-oxo-4H-1,3-benzothiazin-2-yl)-2-pyridyl]sulfonyl}acetate (0.10 g, 0.24 mmol) was dissolved in trifluoroacetic acid (5 ml), and the mixture was stirred for 0.5 hr. Diisopropyl ether was added to the mixture. The obtained precipitates were recrystallized from ethanol to give the titled compound (0.048 g, 55%) as pale yellow crystals. The reactants are CC(=O)OC(C)=O, Cc1cccc(N)c1C(=O)O, CC(=O)O, O. Product: CC(=O)Nc1cccc(C)c1C(=O)O. RXN SMILES: [CH3:12][C:13](=[O:14])[O:15][C:16](=[O:17])[CH3:18].[CH3:1][c:2]1[cH:3][cH:4][cH:5][c:6]([NH2:11])[c:7]1[C:8](=[O:9])[OH:10].[CH3:20][C:21](=[O:22])[OH:23].[OH2:19]>>[CH3:1][c:2]1[cH:3][cH:4][cH:5][c:6]([NH:11][C:13]([CH3:12])=[O:14])[c:7]1[C:8](=[O:9])[OH:10]. The reactants are ClCc1nc2cscc2[nH]1, Oc1ccc(N2CCNCC2)cc1. Product: Oc1ccc(N2CCN(Cc3nc4cscc4[nH]3)CC2)cc1. Reaction SMILES: [Cl:1][CH2:2][c:3]1[n:4][c:5]2[c:6]([nH:7]1)[cH:8][s:9][cH:10]2.[N:11]1([c:17]2[cH:18][cH:19][c:20]([OH:23])[cH:21][cH:22]2)[CH2:12][CH2:13][NH:14][CH2:15][CH2:16]1>>[CH2:2]([c:3]1[nH:4][c:5]2[c:6]([n:7]1)[cH:8][s:9][cH:10]2)[N:14]1[CH2:13][CH2:12][N:11]([c:17]2[cH:18][cH:19][c:20]([OH:23])[cH:21][cH:22]2)[CH2:16][CH2:15]1. The reactants are O=C(O)c1ccc(C2CCCN2C(=O)OCc2ccccc2)cc1F, ClCCl, O=S(Cl)Cl. Yields the product O=C(Cl)c1ccc(C2CCCN2C(=O)OCc2ccccc2)cc1F. Reaction SMILES: [CH2:1]([c:2]1[cH:3][cH:4][cH:5][cH:6][cH:7]1)[O:8][C:9](=[O:10])[N:11]1[CH:12]([c:16]2[cH:17][c:18]([F:25])[c:19]([C:20](=[O:21])[OH:22])[cH:23][cH:24]2)[CH2:13][CH2:14][CH2:15]1.[Cl:30][CH2:31][Cl:32].[S:26]([Cl:27])([Cl:28])=[O:29]>>[CH2:1]([c:2]1[cH:3][cH:4][cH:5][cH:6][cH:7]1)[O:8][C:9](=[O:10])[N:11]1[CH:12]([c:16]2[cH:17][c:18]([F:25])[c:19]([C:20](=[O:21])[Cl:28])[cH:23][cH:24]2)[CH2:13][CH2:14][CH2:15]1. The reactants are COC(=O)C=1N(N=C(C1)OCC=1C(=NOC1CO)C1=CC=C(C=C1)F)C (5-[3-(4-fluoro-phenyl)-5-hydroxymethyl-isoxazol-4-ylmethoxy]-2-methyl-2H-pyrazole-3-carboxylic acid methyl ester), [OH-].[Li+] (lithium hydroxide), Cl (hydrochloride), C(C)(=O)OCC (ethyl acetate). Solvent: C1CCOC1 (THF), CO (methanol), O (water). Conditions: time 2 hour. The product is FC1=CC=C(C=C1)C1=NOC(=C1COC=1C=C(N(N1)C)C(=O)O)CO (5-[3-(4-Fluoro-phenyl)-5-hydroxymethyl-isoxazol-4-ylmethoxy]-2-methyl-2H-pyrazole-3-car-boxylic acid). Yield: 91.8%. RXN SMILES: C[O:2][C:3]([C:5]1[N:6]([CH3:26])[N:7]=[C:8]([O:10][CH2:11][C:12]2[C:13]([C:19]3[CH:24]=[CH:23][C:22]([F:25])=[CH:21][CH:20]=3)=[N:14][O:15][C:16]=2[CH2:17][OH:18])[CH:9]=1)=[O:4].[OH-].[Li+].Cl.C(OCC)(=O)C>C1COCC1.CO.O>[F:25][C:22]1[CH:23]=[CH:24][C:19]([C:13]2[C:12]([CH2:11][O:10][C:8]3[CH:9]=[C:5]([C:3]([OH:4])=[O:2])[N:6]([CH3:26])[N:7]=3)=[C:16]([CH2:17][OH:18])[O:15][N:14]=2)=[CH:20][CH:21]=1 |f:1.2|. Procedure: To 5-[3-(4-fluoro-phenyl)-5-hydroxymethyl-isoxazol-4-ylmethoxy]-2-methyl-2H-pyrazole-3-carboxylic acid methyl ester (250 mg, 0.69 mmol) in THF (1.17 mL), methanol (391 μL) and water (1.17 mL) was added lithium hydroxide (33.8 mg, 1.4 mmol). The reaction mixture was stirred for 2 h at room temperature. Addition of aqueous hydrochloride solution (1 N, 25 mL) and extraction with ethyl acetate yielded the title compound (220 mg, 92%) as a light brown solid. MS: m/e=346.0 [M−H]−.